From a dataset of the Open Reaction Database (ORD), a public repository of structured organic reaction records. describe an organic reaction: reactants, conditions, products, and yield Starting materials: BrCc1ccccc1Br, CCOP(OCC)OCC, Cc1ccccc1C. The product is CCOP(=O)(Cc1ccccc1Br)OCC. Reaction SMILES: [Br:1][c:2]1[c:3]([CH2:4][Br:5])[cH:6][cH:7][cH:8][cH:9]1.[P:10]([O:11][CH2:12][CH3:13])([O:14][CH2:15][CH3:16])[O:17][CH2:18][CH3:19].[c:20]1([CH3:21])[c:22]([CH3:23])[cH:24][cH:25][cH:26][cH:27]1>>[Br:1][c:2]1[c:3]([CH2:4][P:10]([O:11][CH2:12][CH3:13])([O:14][CH2:15][CH3:16])=[O:17])[cH:6][cH:7][cH:8][cH:9]1. Reactants: CC(C)(C)OC(NCCC1=CC=C(C=C1)N)=O (2-(4-Aminophenyl)ethylcarbamic acid 1,1-dimethylethyl ester), N1=C(C=CC=C1)C1=CC=C(S1)S(=O)(=O)Cl (5-(pyridin-2-yl)-2-thiophenesulfonyl chloride). Product: CC(C)(OC(=O)NCCC1=CC=C(C=C1)NS(=O)(=O)C=1SC(=CC1)C1=NC=CC=C1)C (N-[4-[2-[[(1,1-dimethylethoxy)carbonyl]amino]ethyl]phenyl]-5-(pyridinyl)-2-thiophenesulfonamide). Reaction SMILES: [CH3:1][C:2]([O:5][C:6](=[O:17])[NH:7][CH2:8][CH2:9][C:10]1[CH:15]=[CH:14][C:13]([NH2:16])=[CH:12][CH:11]=1)([CH3:4])[CH3:3].[N:18]1[CH:23]=[CH:22][CH:21]=[CH:20][C:19]=1[C:24]1[S:28][C:27]([S:29](Cl)(=[O:31])=[O:30])=[CH:26][CH:25]=1>>[CH3:4][C:2]([CH3:1])([O:5][C:6]([NH:7][CH2:8][CH2:9][C:10]1[CH:11]=[CH:12][C:13]([NH:16][S:29]([C:27]2[S:28][C:24]([C:19]3[CH:20]=[CH:21][CH:22]=[CH:23][N:18]=3)=[CH:25][CH:26]=2)(=[O:30])=[O:31])=[CH:14][CH:15]=1)=[O:17])[CH3:3]. Procedure: In a manner analogous to that of Example 5, the title compound was prepared from the Boc amine from Example 4 and 5-(pyridin-2-yl)-2-thiophenesulfonyl chloride: 1H NMR (400 MHz, CD3OD) 8.48 (d, 1, H, J=5.2 Hz), 7.81 (m, 2H), 7.54 (d, 1H, J=4.1 Hz), 7.41 (m, 1H), 7.30 (m, 1H), 7.11 (s, 4H), 3.18 (t, 2H, J=7.1 Hz), 2.67 (t, 2H, J=7.1 Hz), 1.38 (s, 9H). FAB MS m/z 460 (M+1). The reactants are CCC(C)C(NC(N)=O)C(=O)O, CCC(C)C(N)C(=O)O, CCC(C)C(N)C(=O)O, O=C1CNC(=O)N1, O=C1CNC(=O)N1. Yields the product CCC(C)C(N)C(=O)O. As a reaction SMILES: [C:33]([NH:34][CH:35]([C:36]([OH:37])=[O:38])[CH:39]([CH2:40][CH3:41])[CH3:42])(=[O:43])[NH2:44].[CH3:1][CH2:2][CH:3]([CH3:4])[CH:5]([NH2:6])[C:7]([OH:8])=[O:9].[NH2:24][CH:25]([C:26]([OH:27])=[O:28])[CH:29]([CH2:30][CH3:31])[CH3:32].[NH:17]1[CH2:18][C:19](=[O:20])[NH:21][C:22]1=[O:23].[O:10]=[C:11]1[NH:12][C:13](=[O:14])[NH:15][CH2:16]1>>[CH3:1][CH2:2][CH:3]([CH3:4])[CH:5]([NH2:6])[C:7](=[O:8])[OH:9]. Starting materials: COC(CCCCCCCN1C(N(C(=C1)C1=CC=CC=C1)C1=CC=C(C=C1)F)=O)=O (8-[3-(4-fluorophenyl)-2-oxo-4-phenyl-4-imidazolin-1-yl] caprylic acid methyl ester), [OH-].[Na+] (NaOH). Run in CO (methanol). Yields the product FC1=CC=C(C=C1)N1C(N(C=C1C1=CC=CC=C1)CCCCCCCC(=O)O)=O (8-[3-(4-Fluorophenyl)-2-oxo-4-phenyl-4-imidazolin-1-yl] caprylic acid). RXN SMILES: C[O:2][C:3](=[O:30])[CH2:4][CH2:5][CH2:6][CH2:7][CH2:8][CH2:9][CH2:10][N:11]1[CH:15]=[C:14]([C:16]2[CH:21]=[CH:20][CH:19]=[CH:18][CH:17]=2)[N:13]([C:22]2[CH:27]=[CH:26][C:25]([F:28])=[CH:24][CH:23]=2)[C:12]1=[O:29].[OH-].[Na+]>CO>[F:28][C:25]1[CH:26]=[CH:27][C:22]([N:13]2[C:14]([C:16]3[CH:21]=[CH:20][CH:19]=[CH:18][CH:17]=3)=[CH:15][N:11]([CH2:10][CH2:9][CH2:8][CH2:7][CH2:6][CH2:5][CH2:4][C:3]([OH:30])=[O:2])[C:12]2=[O:29])=[CH:23][CH:24]=1 |f:1.2|. Procedure details: The product is produced as described in example 18 from 16.4 g of 8-[3-(4-fluorophenyl)-2-oxo-4-phenyl-4-imidazolin-1-yl] caprylic acid methyl ester and 1.6 g of NaOH in 80 cc. of methanol. Further purification by chromatography on silicic acid gel using chloroform as eluant. The reactants are CC1CC(NC(=O)OCc2ccccc2)c2cc3c(cc2N1)CCC3, CCOC(=O)Cl, ClCCl, c1ccncc1. Product: CCOC(=O)N1c2cc3c(cc2C(NC(=O)OCc2ccccc2)CC1C)CCC3. As a reaction SMILES: [CH2:1]([c:2]1[cH:3][cH:4][cH:5][cH:6][cH:7]1)[O:8][C:9]([NH:10][CH:11]1[CH2:12][CH:13]([CH3:24])[NH:14][c:15]2[cH:16][c:17]3[c:18]([cH:19][c:20]21)[CH2:21][CH2:22][CH2:23]3)=[O:25].[Cl:32][C:33](=[O:34])[O:35][CH2:36][CH3:37].[Cl:38][CH2:39][Cl:40].[cH:26]1[cH:27][cH:28][n:29][cH:30][cH:31]1>>[CH2:1]([c:2]1[cH:3][cH:4][cH:5][cH:6][cH:7]1)[O:8][C:9]([NH:10][CH:11]1[CH2:12][CH:13]([CH3:24])[N:14]([C:33](=[O:34])[O:35][CH2:36][CH3:37])[c:15]2[cH:16][c:17]3[c:18]([cH:19][c:20]21)[CH2:21][CH2:22][CH2:23]3)=[O:25].